Dataset: the Open Reaction Database (ORD), a public repository of structured organic reaction records. Task: describe an organic reaction: reactants, conditions, products, and yield Reactants: OC1=NC(=NC=C1CCC(=O)OCC)\C=C\C1=CC=CC=C1 (Ethyl 3-{4-hydroxy-2-[(E)-2-phenylethenyl]-5-pyrimidinyl}propanoate), O=P(Cl)(Cl)Cl (POCl3). The product is ClC1=NC(=NC=C1CCC(=O)OCC)\C=C\C1=CC=CC=C1 (Ethyl 3-{4-chloro-2-[(E)-2-phenylethenyl]-5-pyrimidinyl}propanoate). Yield: 53.0%. As a reaction SMILES: O[C:2]1[C:7]([CH2:8][CH2:9][C:10]([O:12][CH2:13][CH3:14])=[O:11])=[CH:6][N:5]=[C:4](/[CH:15]=[CH:16]/[C:17]2[CH:22]=[CH:21][CH:20]=[CH:19][CH:18]=2)[N:3]=1.O=P(Cl)(Cl)[Cl:25]>>[Cl:25][C:2]1[C:7]([CH2:8][CH2:9][C:10]([O:12][CH2:13][CH3:14])=[O:11])=[CH:6][N:5]=[C:4](/[CH:15]=[CH:16]/[C:17]2[CH:22]=[CH:21][CH:20]=[CH:19][CH:18]=2)[N:3]=1. Procedure details: Ethyl 3-{4-hydroxy-2-[(E)-2-phenylethenyl]-5-pyrimidinyl}propanoate (11.6 g, 38.9 mmol) in POCl3 (30 mL) was heated at 120° C. for 4 h. The solvent was removed in vacuo. The crude residue was then purified by column chromatography (silica gel) using an EtOAc/hexanes (30-50%) gradient to yield the desired compound as a yellow solid (6.6 g, 53%). LCMS (ES+) m/z 317 (MH+). Reactants: C=C(C)C(=O)Cl, C1CCOC1, CC1(O)C2CC3CC(C2)CC1C3, c1ccncc1. Product: C=C(C)C(=O)OC1(C)C2CC3CC(C2)CC1C3. RXN SMILES: [C:19]([C:20](=[CH2:21])[CH3:22])(=[O:23])[Cl:24].[CH2:25]1[O:26][CH2:27][CH2:28][CH2:29]1.[CH3:7][C:8]1([OH:18])[CH:9]2[CH2:10][CH:11]3[CH2:12][CH:13]([CH2:14][CH:15]1[CH2:16]3)[CH2:17]2.[cH:1]1[cH:2][cH:3][n:4][cH:5][cH:6]1>>[CH3:7][C:8]1([O:18][C:19]([C:20](=[CH2:21])[CH3:22])=[O:23])[CH:9]2[CH2:10][CH:11]3[CH2:12][CH:13]([CH2:14][CH:15]1[CH2:16]3)[CH2:17]2. Solvent: CN(C)C=O (DMF). The reactants are C(=O)(OC(C)(C)C)NN1C2=C(C3=C(CC1=O)C=CC=C3)C=CC=C2 (5-(N-Boc-amino)-5,7-dihydro-6H-dibenz[b,d]azepin-6-one), C(=O)([O-])[O-].[Cs+].[Cs+] (Cs2CO3), C(Cl)Cl (CH2Cl2), C(C)(=O)OCBr (bromomethyl acetate). Procedure: A solution of 5-(N-Boc-amino)-5,7-dihydro-6H-dibenz[b,d]azepin-6-one (1.03, 3.08 mmol) (Example 7-E) in DMF was treated with Cs2CO3 (1.10 g, 3.39 mmol) and warmed to 60° C. To the reaction mixture was added bromomethyl acetate (0.321 ml, 3.39 mmol) (Aldrich) and stirring continued for 17 h. After cooling to 23° C. the mixture was diluted with CH2Cl2, washed with several portions of brine and dried over Na2SO4. The title compound was purified by chromatography (SiO2, CHCl3). The product is Cl.NN1C2=C(C3=C(C(C1=O)C(COC)=O)C=CC=C3)C=CC=C2 (5-amino-7-(methoxyacetyl)-5,7-dihydro-6H-dibenz[b,d]azepin-6-one Hydrochloride). Reaction conditions: temperature 60 celsius, time 17 hour. Reaction SMILES: C([NH:8][N:9]1[C:15](=[O:16])[CH2:14][C:13]2[CH:17]=[CH:18][CH:19]=[CH:20][C:12]=2[C:11]2[CH:21]=[CH:22][CH:23]=[CH:24][C:10]1=2)(OC(C)(C)C)=O.[C:25]([O-:28])([O-])=O.[Cs+].[Cs+].[C:31]([O:34][CH2:35]Br)(=O)C.C(Cl)[Cl:38]>CN(C=O)C>[ClH:38].[NH2:8][N:9]1[C:15](=[O:16])[CH:14]([C:25](=[O:28])[CH2:31][O:34][CH3:35])[C:13]2[CH:17]=[CH:18][CH:19]=[CH:20][C:12]=2[C:11]2[CH:21]=[CH:22][CH:23]=[CH:24][C:10]1=2 |f:1.2.3,7.8|.